From a dataset of the Open Reaction Database (ORD), a public repository of structured organic reaction records. describe an organic reaction: reactants, conditions, products, and yield Starting materials: NC(N(CC(=O)O)C)=NC(=O)NC1=CC(=CC=C1)Cl (N-{amino[(3-chlorophenyl)aminocarbonyl]iminomethyl}-N-methylglycine), CC(C)O (2-propanol). Run in Cl (hydrogen chloride). Run at time 24 hour. Product: Cl.NC(N(CC(=O)OC(C)C)C)=NC(=O)NC1=CC(=CC=C1)Cl (2-Propyl N-{Amino[(3-chlorophenyl)aminocarbonyl]iminomethyl}-N-methylglycinate hydrochloride). Yield: 55.0%. As a reaction SMILES: [NH2:1][C:2](=[N:9][C:10]([NH:12][C:13]1[CH:18]=[CH:17][CH:16]=[C:15]([Cl:19])[CH:14]=1)=[O:11])[N:3]([CH3:8])[CH2:4][C:5]([OH:7])=[O:6].[CH3:20][CH:21](O)[CH3:22]>Cl>[ClH:19].[NH2:1][C:2](=[N:9][C:10]([NH:12][C:13]1[CH:18]=[CH:17][CH:16]=[C:15]([Cl:19])[CH:14]=1)=[O:11])[N:3]([CH3:8])[CH2:4][C:5]([O:7][CH:21]([CH3:22])[CH3:20])=[O:6] |f:3.4|. Procedure: A 5.0 g sample of N-{amino[(3-chlorophenyl)aminocarbonyl]iminomethyl}-N-methylglycine was stirred in 200 ml of 4% hydrogen chloride in 2-propanol for 30 minutes. The undissolved solid was removed by filtration. The filtrate was stirred for 24 hours at 25°. The solution was cooled and the precipitated white crystalline 2-propyl N-{amino[(3-chlorophenyl)aminocarbonyl]iminomethyl}-N-methylglycinate, 3.5 g (55% yield), was collected and dried, m.p. 185° C. (d).